describe an organic reaction: reactants, conditions, products, and yield From a dataset of the Open Reaction Database (ORD), a public repository of structured organic reaction records. The reactants are O=C1CCC(=O)N1Br, CC(C)CCOc1cc(OCCC(C)C)nc(OCCC(C)C)n1, CC(=O)O, CC(=O)OC(C)=O. The product is CC(C)CCOc1nc(OCCC(C)C)c(Br)c(OCCC(C)C)n1. RXN SMILES: [Br:25][N:26]1[C:27](=[O:28])[CH2:29][CH2:30][C:31]1=[O:32].[CH3:1][CH:2]([CH2:3][CH2:4][O:5][c:6]1[n:7][c:8]([O:18][CH2:19][CH2:20][CH:21]([CH3:22])[CH3:23])[cH:9][c:10]([O:12][CH2:13][CH2:14][CH:15]([CH3:16])[CH3:17])[n:11]1)[CH3:24].[CH3:33][C:34](=[O:35])[OH:36].[CH3:37][C:38]([O:39][C:40](=[O:41])[CH3:42])=[O:43]>>[CH3:1][CH:2]([CH2:3][CH2:4][O:5][c:6]1[n:7][c:8]([O:18][CH2:19][CH2:20][CH:21]([CH3:22])[CH3:23])[c:9]([Br:25])[c:10]([O:12][CH2:13][CH2:14][CH:15]([CH3:16])[CH3:17])[n:11]1)[CH3:24]. Starting materials: FC1=CC2=C(N=C(O2)C(CC(C(F)(F)F)=O)=O)C=C1 (1-(6-fluorobenzoxazol-2-yl)-4,4,4-trifluorobutane-1,3-dione), Cl.CS(=O)(=O)C1=CC=C(C=C1)NN (4-methylsulfonylphenylhydrazine hydrochloride). Product: FC1=CC2=C(N=C(O2)C2=CC(=NN2C2=CC=C(C=C2)S(=O)(=O)C)C(F)(F)F)C=C1 (6-fluoro-2-[1-(4-methylsulfonylphenyl)-3-trifluoromethyl-1H-pyrazol-5-yl]benzoxazole). As a reaction SMILES: [F:1][C:2]1[CH:19]=[CH:18][C:5]2[N:6]=[C:7]([C:9](=O)[CH2:10][C:11](=O)[C:12]([F:15])([F:14])[F:13])[O:8][C:4]=2[CH:3]=1.Cl.[CH3:21][S:22]([C:25]1[CH:30]=[CH:29][C:28]([NH:31][NH2:32])=[CH:27][CH:26]=1)(=[O:24])=[O:23]>>[F:1][C:2]1[CH:19]=[CH:18][C:5]2[N:6]=[C:7]([C:9]3[N:31]([C:28]4[CH:27]=[CH:26][C:25]([S:22]([CH3:21])(=[O:24])=[O:23])=[CH:30][CH:29]=4)[N:32]=[C:11]([C:12]([F:15])([F:14])[F:13])[CH:10]=3)[O:8][C:4]=2[CH:3]=1 |f:1.2|. Reported procedure: The procedure of Example 9 was repeated using 1-(6-fluorobenzoxazol-2-yl)-4,4,4-trifluorobutane-1,3-dione and 4-methylsulfonylphenylhydrazine hydrochloride as the starting materials to obtain 6-fluoro-2-[1-(4-methylsulfonylphenyl)-3-trifluoromethyl-1H-pyrazol-5-yl]benzoxazole. The reactants are C(=O)(Cl)Cl (phosgene), C(CCCCCCCCCCCCC)O (tetradecyl alcohol). Yields the product ClC(=O)OCCCCCCCCCCCCCC (Tetradecyl Chloroformate). RXN SMILES: [C:1](Cl)([Cl:3])=[O:2].[CH2:5]([OH:19])[CH2:6][CH2:7][CH2:8][CH2:9][CH2:10][CH2:11][CH2:12][CH2:13][CH2:14][CH2:15][CH2:16][CH2:17][CH3:18]>C1(C)C=CC=CC=1>[Cl:3][C:1]([O:19][CH2:5][CH2:6][CH2:7][CH2:8][CH2:9][CH2:10][CH2:11][CH2:12][CH2:13][CH2:14][CH2:15][CH2:16][CH2:17][CH3:18])=[O:2]. Solvent: C1(=CC=CC=C1)C (toluene). Yield: 98.7%. Reaction conditions: time 20 hour. Procedure details: 29 ml of a 20% toluene solution of phosgene (55.98 mmoles) was added to tetradecyl alcohol (4 g, 18.66 mmoles) and the reaction mixture was left to stand for 20 hours under stirring at room temperature. After solvent evaporation, the residue was taken up with hexane and evaporated to dryness (several times) to give 5.1 g product as colourless liquid. Product: C(#N)C1=CC=C(N1C)C1=CC=C(C=C1)NS(=O)(=O)CCCC (N-[4-(5-cyano-1-methyl-1H-pyrrol-2-yl)phenyl]butane-1-sulfonamide). The reactants are NC1=CC=C(C=C1)C1=CC=C(N1C)C#N (5-(4-aminophenyl)-1-methyl-1H-pyrrole-2-carbonitrile), C(CCC)S(=O)(=O)Cl (butane sulfonyl chloride). Reported procedure: The title compound was prepared according to general procedure for sulfonylation of 5-(4-aminophenyl)-1-methyl-1H-pyrrole-2-carbonitrile using butane sulfonyl chloride (72 μL, 0.55 mmol) to provide N-[4-(5-cyano-1-methyl-1H-pyrrol-2-yl)phenyl]butane-1-sulfonamide (0.026 g). Reaction SMILES: [NH2:1][C:2]1[CH:7]=[CH:6][C:5]([C:8]2[N:12]([CH3:13])[C:11]([C:14]#[N:15])=[CH:10][CH:9]=2)=[CH:4][CH:3]=1.[CH2:16]([S:20](Cl)(=[O:22])=[O:21])[CH2:17][CH2:18][CH3:19]>>[C:14]([C:11]1[N:12]([CH3:13])[C:8]([C:5]2[CH:6]=[CH:7][C:2]([NH:1][S:20]([CH2:16][CH2:17][CH2:18][CH3:19])(=[O:22])=[O:21])=[CH:3][CH:4]=2)=[CH:9][CH:10]=1)#[N:15]. The reactants are BrCCCC[C@@H]1N=C([C@H](N=C1OC)C(C)C)OC (1-Bromo-4-[(2R,5S)-3,6-dimethoxy-2-isopropyl-2,5-dihydro-5-pyrazinyl]-butane), [N-]=[N+]=[N-].[Na+] (NaN3). The solvent is CN(C)C=O (DMF), O (water). Conditions: time 8 hour. Product: N(=[N+]=[N-])CCCC[C@@H]1N=C([C@H](N=C1OC)C(C)C)OC (1-Azido-4-[(2R,5S)-3,6-dimethoxy-2-isopropyl-2,5-dihydro-5-pyrazinyl]-butane). RXN SMILES: Br[CH2:2][CH2:3][CH2:4][CH2:5][C@H:6]1[C:11]([O:12][CH3:13])=[N:10][C@H:9]([CH:14]([CH3:16])[CH3:15])[C:8]([O:17][CH3:18])=[N:7]1.[N-:19]=[N+:20]=[N-:21].[Na+]>CN(C=O)C.O>[N:19]([CH2:2][CH2:3][CH2:4][CH2:5][C@H:6]1[C:11]([O:12][CH3:13])=[N:10][C@H:9]([CH:14]([CH3:16])[CH3:15])[C:8]([O:17][CH3:18])=[N:7]1)=[N+:20]=[N-:21] |f:1.2|. Procedure details: 1-Bromo-4-[(2R,5S)-3,6-dimethoxy-2-isopropyl-2,5-dihydro-5-pyrazinyl]-butane (3.81 g, 11.95 mmol) were dissolved in 40 ml DMF and 3.25 g NaN3 (50 mmol) and 0.1 g NBu4I were added. The solution was kept between 70° and 80° C. overnight and diluted with 50 ml water. After extraction with chloroform the organic layers were collected and dried (MgSO4). The residue was purified by flash chromatography (hexane/ethyl acetate 9/1). Reactants: [N+](=O)([O-])C1=CC=C(C=C1)O (4-nitrophenol), ClCC(=O)OCC (ethyl chloroacetate), C([O-])([O-])=O.[K+].[K+] (potassium carbonate). Reagents/catalysts: [I-].[K+] (potassium iodide). The solvent is C(C)#N (acetonitrile). Yields the product [N+](=O)([O-])C1=CC=C(OCC(=O)OCC)C=C1 (ethyl 4-nitrophenoxyacetate). Isolated yield 73.3%. RXN SMILES: [N+:1]([C:4]1[CH:9]=[CH:8][C:7]([OH:10])=[CH:6][CH:5]=1)([O-:3])=[O:2].Cl[CH2:12][C:13]([O:15][CH2:16][CH3:17])=[O:14].C(=O)([O-])[O-].[K+].[K+]>[I-].[K+].C(#N)C>[N+:1]([C:4]1[CH:9]=[CH:8][C:7]([O:10][CH2:12][C:13]([O:15][CH2:16][CH3:17])=[O:14])=[CH:6][CH:5]=1)([O-:3])=[O:2] |f:2.3.4,5.6|. Reported procedure: The product was made by procedures which are well known in the art, that is, by alkylation of 4-nitrophenol (29.2 g, 0.21 mol) with ethyl chloroacetate (24.5 g, 0.20 mole) in the presence of potassium carbonate (30.4 g, 0.22 mol), potassium iodide (0.5 g) and acetonitrile (150 mL) to afford ethyl 4-nitrophenoxyacetate (33 g, 73.3%), m.p. 75°-76° C. after recrystallization from tert-butylmethyl ether; hydrogenation of the latter (22.5 g) at 50 psi in ethyl acetate (200 mL) in the presence of 10% ... The reactants are C(C)C=1C(=NC(=CN1)CC)N[C@H]1[C@H](CC2=CC=CC=C12)O ((1R,2S)-1-[(3,6-diethylpyrazin-2-yl)amino]-2,3-dihydro-1H-inden-2-ol), ClC=1C(=NC=C(N1)C1CC1)C1CC1 (3-chloro-2,5-dicyclopropylpyrazine). Product: C1(CC1)C=1C(=NC(=CN1)C1CC1)N[C@H]1[C@H](CC2=CC=CC=C12)O ((1R,2S)-1-[(3,6-dicyclopropylpyrazin-2-yl)amino]-2,3-dihydro-1H-inden-2-ol). RXN SMILES: C(C1C([NH:11][C@@H:12]2[C:20]3[C:15](=[CH:16][CH:17]=[CH:18][CH:19]=3)[CH2:14][C@@H:13]2[OH:21])=NC(CC)=CN=1)C.Cl[C:23]1[C:24]([CH:32]2[CH2:34][CH2:33]2)=[N:25][CH:26]=[C:27]([CH:29]2[CH2:31][CH2:30]2)[N:28]=1>>[CH:32]1([C:24]2[C:23]([NH:11][C@@H:12]3[C:20]4[C:15](=[CH:16][CH:17]=[CH:18][CH:19]=4)[CH2:14][C@@H:13]3[OH:21])=[N:28][C:27]([CH:29]3[CH2:31][CH2:30]3)=[CH:26][N:25]=2)[CH2:34][CH2:33]1. Procedure details: Following the procedure for the preparation of (1R,2S)-1-[(3,6-diethylpyrazin-2-yl)amino]-2,3-dihydro-1H-inden-2-ol but substituting 3-chloro-2,5-dicyclopropylpyrazine and making non-critical variations provided the title compound as a solid: 1H NMR (CDCl3) δ 0.86-0.89, 2.00, 2.89, 3.11, 4.54, 5.17, 5.42, 6.22-6.24, 7.17-7.25, 7.64; MS (ESI+) for C19H21N3O m/z 308 (M+H)+.